describe an organic reaction: reactants, conditions, products, and yield From a dataset of the Open Reaction Database (ORD), a public repository of structured organic reaction records. Reactants: C1(=CC=CC=C1)C(C1=CC=CC=C1)NC(CC1=CC=CC=C1)P(O)O (1-diphenylmethylamino-2-phenylethylphosphonous acid). Solvent: Br (hydrobromic acid). Conditions: time 8 hour. Yields the product NC(CC1=CC=CC=C1)P(O)O (1-Amino-2-phenylethylphosphonous acid). Reaction SMILES: C1(C([NH:14][CH:15]([P:23]([OH:25])[OH:24])[CH2:16][C:17]2[CH:22]=[CH:21][CH:20]=[CH:19][CH:18]=2)C2C=CC=CC=2)C=CC=CC=1>Br>[NH2:14][CH:15]([P:23]([OH:25])[OH:24])[CH2:16][C:17]1[CH:22]=[CH:21][CH:20]=[CH:19][CH:18]=1. Reported procedure: 9.9 g (0.028 mol) of 1-diphenylmethylamino-2-phenylethylphosphonous acid are heated, at 100°-105° C. for 2 h, in 50 ml of 40% hydrobromic acid. The reaction solution is then evaporated to dryness i.V. and the residue is taken up in 50 ml of water. The aqueous solution is washed several times with diethyl ether and evaporated to dryness. The residue is dissolved in 60 ml of ethanol and propylene oxide is added to the solution until the product precipitates out. After the mixture has been left to ... Reactants: Br[Mg]c1ccccc1, C1CCOC1, Clc1ccc2ccccc2n1. Yields the product c1ccc(-c2ccc3ccccc3n2)cc1. RXN SMILES: [Br:1][Mg:2][c:3]1[cH:4][cH:5][cH:6][cH:7][cH:8]1.[CH2:20]1[O:21][CH2:22][CH2:23][CH2:24]1.[Cl:9][c:10]1[n:11][c:12]2[cH:13][cH:14][cH:15][cH:16][c:17]2[cH:18][cH:19]1>>[c:3]1(-[c:10]2[n:11][c:12]3[cH:13][cH:14][cH:15][cH:16][c:17]3[cH:18][cH:19]2)[cH:4][cH:5][cH:6][cH:7][cH:8]1. Starting materials: C1=CC=CC=C1 (benzene), C1(CCCCC1)C1=NN=C(S1)N=C=O (5-cyclohexyl-1,3,4-thiadiazol-2-yl isocyanate), dimethyl acetal, CC(C=O)N (2-methyl-aminoacetaldehyde), C1=CC=CC=C1 (benzene). Product: dimethyl acetal, CN(C(=O)NC=1SC(=NN1)C1CCCCC1)CC=O (2-[1-methyl-3-(5-cyclohexyl-1,3,4-thiadiazol-2-yl)ureido]acetaldehyde). RXN SMILES: [CH:1]1([C:7]2[S:11][C:10]([N:12]=[C:13]=[O:14])=[N:9][N:8]=2)[CH2:6][CH2:5][CH2:4][CH2:3][CH2:2]1.C[CH:16]([NH2:19])[CH:17]=[O:18].[CH:20]1C=CC=CC=1>>[CH3:20][N:19]([CH2:16][CH:17]=[O:18])[C:13]([NH:12][C:10]1[S:11][C:7]([CH:1]2[CH2:2][CH2:3][CH2:4][CH2:5][CH2:6]2)=[N:8][N:9]=1)=[O:14]. Reported procedure: A mixture of 5-cyclohexyl-1,3,4-thiadiazol-2-yl isocyanate dimer (12 grams), the dimethyl acetal of 2-methyl-aminoacetaldehyde (6.9 grams) and benzene (60 ml) are charged into a glass reaction vessel equipped with a mechanical stirrer and reflux condenser. The reaction mixture is heated at reflux for a period of about 15 minutes. After this time the mixture is stripped of benzene under reduced pressure to yield a solid product as the residue. The residue is then recrystallized from methanol to y... Starting materials: [H-].[Na+] (Sodium hydride), C(CO)O (ethylene glycol), ClC1=C(C(=NC(=N1)C1=CC=NC=C1)NS(NC1=CC=C(C=C1)C(C)C)(=O)=O)OC1=C(C=CC=C1)OC (4-i-propyl-phenyl sulfamic acid-[6-chloro-5-(o-methoxyphenoxy)-2-(4-pyridyl)-pyrimidin-4-yl]-amide). The solvent is C(OC)COC (dimethoxyethane). Conditions: temperature 80 celsius, time 30 minute. Product: OCCOC1=C(C(=NC(=N1)C1=CC=NC=C1)NS(NC1=CC=C(C=C1)C(C)C)(=O)=O)OC1=C(C=CC=C1)OC (4-i-propyl-phenyl sulfamic acid-[6-(2-hydroxy-ethoxy)-5-(o-methoxyphenoxy)-2-(4-pyridyl)-pyrimidin-4-yl]-amide). Reaction SMILES: [H-].[Na+].[CH2:3]([OH:6])[CH2:4][OH:5].Cl[C:8]1[N:13]=[C:12]([C:14]2[CH:19]=[CH:18][N:17]=[CH:16][CH:15]=2)[N:11]=[C:10]([NH:20][S:21](=[O:33])(=[O:32])[NH:22][C:23]2[CH:28]=[CH:27][C:26]([CH:29]([CH3:31])[CH3:30])=[CH:25][CH:24]=2)[C:9]=1[O:34][C:35]1[CH:40]=[CH:39][CH:38]=[CH:37][C:36]=1[O:41][CH3:42]>C(COC)OC>[OH:5][CH2:4][CH2:3][O:6][C:8]1[N:13]=[C:12]([C:14]2[CH:15]=[CH:16][N:17]=[CH:18][CH:19]=2)[N:11]=[C:10]([NH:20][S:21](=[O:32])(=[O:33])[NH:22][C:23]2[CH:28]=[CH:27][C:26]([CH:29]([CH3:31])[CH3:30])=[CH:25][CH:24]=2)[C:9]=1[O:34][C:35]1[CH:40]=[CH:39][CH:38]=[CH:37][C:36]=1[O:41][CH3:42] |f:0.1|. Procedure: Sodium hydride (17 mg, 60% dispersion in mineral oil) was added to ethylene glycol (1.2 ml) followed by addition of dimethoxyethane (0.5 ml). Stirring was continued for 30 min, then 4-i-propyl-phenyl sulfamic acid-[6-chloro-5-(o-methoxyphenoxy)-2-(4-pyridyl)-pyrimidin-4-yl]-amide (45 mg, Referential Example 1e)) was added and the reaction mixture was heated to 80° C. for 48 h. The solvents were evaporated, water (10 ml) and a 10% solution of citric acid was added until the pH was 3 followed by e... The reactants are C(C)(=O)O[C@H]1C[C@@H](O[C@@H]1COC(C)=O)N1C(N=C(C(=C1)C#CC)N1N=CN=C1)=O (1-(2-Deoxy- 3,5-di-O-acetyl-β-D-ribofuranosyl)-5-propynyl-4-(1,2,4-triazol-1-yl)pyrimidine-2(1H)-one). The solvent is O1CCOCC1 (Dioxan), O (H2O). Conditions: time 16 hour. Product: C(#CC)C=1C(=NC(N([C@H]2C[C@H](O)[C@@H](CO)O2)C1)=O)N (2'-deoxy-5-propynylcytidine). Isolated yield 30.0%. RXN SMILES: C([O:4][C@@H:5]1[C@@H:9]([CH2:10][O:11]C(=O)C)[O:8][C@@H:7]([N:15]2[CH:20]=[C:19]([C:21]#[C:22][CH3:23])[C:18]([N:24]3C=NC=N3)=[N:17][C:16]2=[O:29])[CH2:6]1)(=O)C>O1CCOCC1.O>[C:21]([C:19]1[C:18]([NH2:24])=[N:17][C:16](=[O:29])[N:15]([CH:20]=1)[C@@H:7]1[O:8][C@H:9]([CH2:10][OH:11])[C@@H:5]([OH:4])[CH2:6]1)#[C:22][CH3:23]. Procedure details: Crude product of stage b) (0.2 g, 0.5 mmol) was dissolved in 5 ml of Dioxan/880NH3 /H2O (3:2:1) and the mixture was left standing at room temperature for 16 hrs. It was then evaporated to dryness and the residue co-evaporated with ethanol. The resulting white solid was recrystallised from ethanol to give 0.04 g (30%) of pure product decomposing at 195°-200° C. Reactants: Intermediate 6, CC(C)(C)N1N=CC(=C1C1=CC=C(C=C1)[N+](=O)[O-])B1OC(C(O1)(C)C)(C)C (1-(1,1-dimethylethyl)-5-(4-nitrophenyl)-4-(4,4,5,5-tetramethyl-1,3,2-dioxaborolan-2-yl)-1H-pyrazole), C(C)N1N=C(C(=C1)B1OC(C(O1)(C)C)(C)C)C1=CC=C(C=C1)[N+](=O)[O-] (1-ethyl-3-(4-nitrophenyl)-4-(4,4,5,5-tetramethyl-1,3,2-dioxaborolan-2-yl)-1H-pyrazole). The product is CC(C)(C)N1N=CC(=C1C1=CC=C(C=C1)[N+](=O)[O-])C1=C2C(=NC=C1)NC=C2 (4-[1-(1,1-dimethylethyl)-5-(4-nitrophenyl)-1H-pyrazol-4-yl]-1H-pyrrolo[2,3-b]pyridine). Reaction SMILES: [CH3:1][C:2]([N:5]1[C:9]([C:10]2[CH:15]=[CH:14][C:13]([N+:16]([O-:18])=[O:17])=[CH:12][CH:11]=2)=[C:8](B2OC(C)(C)C(C)(C)O2)[CH:7]=[N:6]1)([CH3:4])[CH3:3].C(N1C=C(B2OC(C)(C)C(C)(C)O2)[C:32]([C:44]2[CH:49]=[CH:48][C:47]([N+:50]([O-])=O)=[CH:46][CH:45]=2)=[N:31]1)C>>[CH3:4][C:2]([N:5]1[C:9]([C:10]2[CH:11]=[CH:12][C:13]([N+:16]([O-:18])=[O:17])=[CH:14][CH:15]=2)=[C:8]([C:45]2[CH:46]=[CH:47][N:50]=[C:32]3[NH:31][CH:48]=[CH:49][C:44]=23)[CH:7]=[N:6]1)([CH3:3])[CH3:1]. Reported procedure: Following the procedure described for Intermediate 6 with 1-(1,1-dimethylethyl)-5-(4-nitrophenyl)-4-(4,4,5,5-tetramethyl-1,3,2-dioxaborolan-2-yl)-1H-pyrazole for 1-ethyl-3-(4-nitrophenyl)-4-(4,4,5,5-tetramethyl-1,3,2-dioxaborolan-2-yl)-1H-pyrazole, provided the title compound. ESMS [M+H]+: 362.2